From a dataset of the Open Reaction Database (ORD), a public repository of structured organic reaction records. describe an organic reaction: reactants, conditions, products, and yield The reactants are C(#N)C=1C=C2C(=CC=NC2=CC1OCCCC(=O)OCC)OC1=CC(=C(C=C1)NC(=O)NC1=CC=C(C=C1)F)F (N-(4-(6-Cyano-7-(3-(ethoxycarbonyl)propoxy)-4-quinolyl)oxy-2-fluorophenyl)-N′-(4-fluorophenyl)urea), ice water, Cl (HCl), [OH-].[Na+].O (NaOH water). The solvent is CO (methanol). Run at temperature 80 celsius, time 40 minute. The product is C(#N)C=1C=C2C(=CC=NC2=CC1OCCCC(=O)O)OC1=CC(=C(C=C1)NC(=O)NC1=CC=C(C=C1)F)F (N-(4-(6-Cyano-7-(3-carboxypropoxy)-4-quinolyl)oxy-2-fluorophenyl)-N′-(4-fluorophenyl)urea). Yield: 30.3%. As a reaction SMILES: [C:1]([C:3]1[CH:4]=[C:5]2[C:10](=[CH:11][C:12]=1[O:13][CH2:14][CH2:15][CH2:16][C:17]([O:19]CC)=[O:18])[N:9]=[CH:8][CH:7]=[C:6]2[O:22][C:23]1[CH:28]=[CH:27][C:26]([NH:29][C:30]([NH:32][C:33]2[CH:38]=[CH:37][C:36]([F:39])=[CH:35][CH:34]=2)=[O:31])=[C:25]([F:40])[CH:24]=1)#[N:2].[OH-].[Na+].O.Cl>CO>[C:1]([C:3]1[CH:4]=[C:5]2[C:10](=[CH:11][C:12]=1[O:13][CH2:14][CH2:15][CH2:16][C:17]([OH:19])=[O:18])[N:9]=[CH:8][CH:7]=[C:6]2[O:22][C:23]1[CH:28]=[CH:27][C:26]([NH:29][C:30]([NH:32][C:33]2[CH:34]=[CH:35][C:36]([F:39])=[CH:37][CH:38]=2)=[O:31])=[C:25]([F:40])[CH:24]=1)#[N:2] |f:1.2.3|. Procedure details: N-(4-(6-Cyano-7-(3-(ethoxycarbonyl)propoxy)-4-quinolyl)oxy-2-fluorophenyl)-N′-(4-fluorophenyl)urea (800 mg) was dissolved in methanol (45 ml), 2N NaOH water (15 ml) was added, and the mixture was heated and stirred for 40 minutes at 80° C. After completion of the reaction, the reaction solution was poured into ice water and neutralized with 1N HCl, and the precipitated solid was filtered out. The obtained solid was washed with water and dried to obtain 230 mg of the title compound. Starting materials: CCCC[N+](CCCC)(CCCC)CCCC, C1CCOC1, CI, CCOC(C)=O, Clc1nc(Cl)c2[nH]cnc2n1, [F-]. Product: Cn1cnc2c(Cl)nc(Cl)nc21. RXN SMILES: [CH2:13]([N+:14]([CH2:15][CH2:16][CH2:17][CH3:18])([CH2:19][CH2:20][CH2:21][CH3:22])[CH2:23][CH2:24][CH2:25][CH3:26])[CH2:27][CH2:28][CH3:29].[CH2:32]1[O:33][CH2:34][CH2:35][CH2:36]1.[CH3:30][I:31].[CH3:37][CH2:38][O:39][C:40](=[O:41])[CH3:42].[Cl:1][c:2]1[n:3][c:4]([Cl:11])[c:5]2[nH:6][cH:7][n:8][c:9]2[n:10]1.[F-:12]>>[Cl:1][c:2]1[n:3][c:4]([Cl:11])[c:5]2[n:6][cH:7][n:8]([CH3:13])[c:9]2[n:10]1.